Task: describe an organic reaction: reactants, conditions, products, and yield. Dataset: the Open Reaction Database (ORD), a public repository of structured organic reaction records The yield is 86.3%. RXN SMILES: [CH3:1][O:2][C:3]([NH:5][C:6]1([C:15]2[CH:20]=[CH:19][CH:18]=[C:17]([N+:21]([O-:23])=[O:22])[CH:16]=2)[CH2:8][CH:7]1[CH2:9][C:10](OCC)=[O:11])=[O:4].[BH4-].[Li+].[NH4+].[Cl-]>O1CCCC1>[OH:11][CH2:10][CH2:9][CH:7]1[CH2:8][C:6]1([NH:5][C:3](=[O:4])[O:2][CH3:1])[C:15]1[CH:20]=[CH:19][CH:18]=[C:17]([N+:21]([O-:23])=[O:22])[CH:16]=1 |f:1.2,3.4|. Yields the product OCCC1C(C1)(C1=CC(=CC=C1)[N+](=O)[O-])NC(OC)=O (methyl (1SR,2SR)-2-(2-hydroxyethyl)-1-(3-nitrophenyl)cyclopropylcarbamate). Run at temperature 23 celsius, time 6 hour. Reported procedure: Ethyl 2-((1SR,2SR)-2-(methoxycarbonylamino)-2-(3-nitrophenyl)cyclopropyl)acetate (intermediate B10a) (2.45 g, 7.6 mmol, Eq: 1.00) was dissolved in tetrahydrofuran (80 ml) and lithium borohydride (2 M in THF; 8.36 ml, 16.7 mmol, Eq: 2.2) was added dropwise at 5° C. The turbid solution was stirred at 23° C. for 6 hours. The reaction mixture was poured into ice water, sat NH4Cl solution (100 ml) was added slowly and the mixture was stirred vigorously for 45 min (gas evolution finished). Then extrac... The solvent is O1CCCC1 (tetrahydrofuran). The reactants are [NH4+].[Cl-] (NH4Cl), COC(=O)NC1(C(C1)CC(=O)OCC)C1=CC(=CC=C1)[N+](=O)[O-] (Ethyl 2-((1SR,2SR)-2-(methoxycarbonylamino)-2-(3-nitrophenyl)cyclopropyl)acetate), ice water, [BH4-].[Li+] (lithium borohydride). The reactants are CC(=O)O[BH-](OC(C)=O)OC(C)=O, Cc1cc(C=O)no1, CC(=O)O, ClCCl, Nc1nc(N2CCNCC2)cc2nc(-c3ccco3)nn12, [Na+], [Na+], [OH-], O. Yields the product Cc1cc(CN2CCN(c3cc4nc(-c5ccco5)nn4c(N)n3)CC2)no1. As a reaction SMILES: [C:30]([O:31][BH-:32]([O:33][C:34](=[O:35])[CH3:36])[O:37][C:38](=[O:39])[CH3:40])(=[O:41])[CH3:42].[CH3:22][c:23]1[cH:24][c:25]([CH:28]=[O:29])[n:26][o:27]1.[CH3:47][C:48](=[O:49])[OH:50].[Cl:51][CH2:52][Cl:53].[NH2:1][c:2]1[n:3][c:4]([N:16]2[CH2:17][CH2:18][NH:19][CH2:20][CH2:21]2)[cH:5][c:6]2[n:7]1[n:8][c:9](-[c:11]1[o:12][cH:13][cH:14][cH:15]1)[n:10]2.[Na+:43].[Na+:45].[OH-:44].[OH2:46]>>[NH2:1][c:2]1[n:3][c:4]([N:16]2[CH2:17][CH2:18][N:19]([CH2:28][c:25]3[cH:24][c:23]([CH3:22])[o:27][n:26]3)[CH2:20][CH2:21]2)[cH:5][c:6]2[n:7]1[n:8][c:9](-[c:11]1[o:12][cH:13][cH:14][cH:15]1)[n:10]2. Reactants: C(CCC)C=1N(C(=CN1)C=O)CC1=C(C=CC=C1)Cl (2-n-butyl-1-(2-chlorophenyl)methyl-1H-imidazol-5-carboxaldehyde), C1(=CC=CC=C1)CC(=O)O (phenylacetic acid), C([O-])([O-])=O.[K+].[K+] (potassium carbonate), C(C)(=O)OC(C)=O (acetic anhydride). Solvent: O (water). Reaction conditions: temperature 140 celsius, time 6 hour. Yields the product C(CCC)C=1N(C(=CN1)/C=C(/C(=O)O)\C1=CC=CC=C1)CC1=C(C=CC=C1)Cl ((E)-3-[2-n-Butyl-1-{(2-chlorophenyl)methyl}-1H-imidazol-5-yl]-2-phenyl-2-propenoic Acid). Yield: 18.1%. As a reaction SMILES: [CH2:1]([C:5]1[N:6]([CH2:12][C:13]2[CH:18]=[CH:17][CH:16]=[CH:15][C:14]=2[Cl:19])[C:7]([CH:10]=O)=[CH:8][N:9]=1)[CH2:2][CH2:3][CH3:4].[C:20]1([CH2:26][C:27]([OH:29])=[O:28])[CH:25]=[CH:24][CH:23]=[CH:22][CH:21]=1.C(=O)([O-])[O-].[K+].[K+].C(OC(=O)C)(=O)C>O>[CH2:1]([C:5]1[N:6]([CH2:12][C:13]2[CH:18]=[CH:17][CH:16]=[CH:15][C:14]=2[Cl:19])[C:7](/[CH:10]=[C:26](\[C:20]2[CH:25]=[CH:24][CH:23]=[CH:22][CH:21]=2)/[C:27]([OH:29])=[O:28])=[CH:8][N:9]=1)[CH2:2][CH2:3][CH3:4] |f:2.3.4|. Reported procedure: A mixture of 2-n-butyl-1-(2-chlorophenyl)methyl-1H-imidazol-5-carboxaldehyde (554 mg, 2 mmol), phenylacetic acid (310 mg, 2.3 mmol), potassium carbonate (126 mg, 0.91 mmol), and acetic anhydride (1 mL) was heated gradually to 140° C. and held at this temperature for 6 hours. The cooled reaction was diluted with water and the oily solid was separated, triturated several times with ether, and the solid was crystallized several times from methanol/ethyl acetate to give 143 mg (18%) of the title com... The reactants are FC1=CC2=C(S1)C=CC(=C2)CCO (2-(2-fluorobenzo[b]thiophen-5-yl)-1-ethanol), ice, CC(C)([O-])C.[K+] (potassium tert-butoxide), CN(C(CCl)=O)CCOC(C1=CC=CC=C1)(C1=CC=CC=C1)C1=CC=CC=C1 (N1-methyl-N1-[2-(trityloxy)ethyl]-2-chloroacetamide), C(C)(=O)OCC (Ethyl acetate). The solvent is C(C)(C)(C)O (tert-butanol), CN(C=O)C (N,N-dimethylformamide), O (water). Reaction conditions: time 30 minute. Yields the product OCCN(C(COCCC1=CC2=C(SC(=C2)F)C=C1)=O)C (N1-(2-hydroxyethyl)-N1-methyl-2-[2-(2-fluorobenzo[b]-thiophen-5-yl)ethoxy]-acetamide). Yield: 77.7%. Reaction SMILES: [F:1][C:2]1[S:6][C:5]2[CH:7]=[CH:8][C:9]([CH2:11][CH2:12][OH:13])=[CH:10][C:4]=2[CH:3]=1.CC(C)([O-])C.[K+].[CH3:20][N:21]([CH2:26][CH2:27][O:28]C(C1C=CC=CC=1)(C1C=CC=CC=1)C1C=CC=CC=1)[C:22](=[O:25])[CH2:23]Cl.C(OCC)(=O)C>C(O)(C)(C)C.CN(C)C=O.O>[OH:28][CH2:27][CH2:26][N:21]([CH3:20])[C:22](=[O:25])[CH2:23][O:13][CH2:12][CH2:11][C:9]1[CH:8]=[CH:7][C:5]2[S:6][C:2]([F:1])=[CH:3][C:4]=2[CH:10]=1 |f:1.2|. Procedure details: In a mixture of 4.8 mL of tert-butanol and 1.2 mL of N,N-dimethylformamide is dissolved 0.60 g of 2-(2-fluorobenzo[b]thiophen-5-yl)-1-ethanol, to which are added, at an ice-cooled temperature, 0.45 g of potassium tert-butoxide and 1.81 g of N1-methyl-N1-[2-(trityloxy)ethyl]-2-chloroacetamide. The resulting mixture is stirred at the same temperature as above for 30 minutes and then at ambient temperature for 2 hours. Ethyl acetate and water are added to the reaction mixture, and the organic layer... The reactants are C[Si](OC)(OC)C1=CC=CC=C1 (methyl-phenyl-dimethoxy-silane), [H][H] (hydrogen). Reagents/catalysts: [Pd] (palladium), [Pd] (palladium). The solvent is CCCCCC (n-hexane). Product: C1(CCCCC1)[Si](OC)(OC)C1CCCCC1 (Di-cyclohexyl-dimethoxy-silane). Reaction SMILES: [CH3:1][Si:2]([C:7]1[CH:12]=[CH:11][CH:10]=[CH:9][CH:8]=1)([O:5][CH3:6])[O:3][CH3:4].[H][H]>CCCCCC.[Pd]>[CH:7]1([Si:2]([CH:1]2[CH2:11][CH2:12][CH2:7][CH2:8][CH2:9]2)([O:3][CH3:4])[O:5][CH3:6])[CH2:12][CH2:11][CH2:10][CH2:9][CH2:8]1. Procedure details: An amount, as set forth in Table 1, of a catalyst constituted by palladium supported on active carbon, sold by DUTRAL Company under the trade name MPT/5, containing 5% by weight of palladium, was loaded, in the form of a suspension in n-hexane at 30% by weight, into an autoclave having a volume of 500 cm3. Then methyl-phenyl-dimethoxy-silane and the solvent were added in the amount, as set forth in the Table, till the volume reached 200 cm3. The mixture was then heated gradually over one hour, u... Reaction SMILES: [H-].[Al+3].[Li+].[H-].[H-].[H-].[Cl:7][C:8]1[CH:16]=[CH:15][C:14]([OH:17])=[CH:13][C:9]=1[C:10](O)=[O:11].Cl>O1CCCC1.O.O1CCCC1>[Cl:7][C:8]1[CH:16]=[CH:15][C:14]([OH:17])=[CH:13][C:9]=1[CH2:10][OH:11] |f:0.1.2.3.4.5,9.10|. Procedure details: Lithium aluminium hydride (1M in diethyl ether, 25 mL, 25 mmol) was added to an ice-cooled solution of 2-chloro-5-hydroxy-benzoic acid (4 g, 23.2 mmol) in tetrahydrofuran (200 mL) and the mixture was heated under reflux for 6 hours. The mixture was then diluted with a mixture of water/tetrahydrofuran, acidified with 1M hydrochloric acid, and extracted with ethyl acetate. The organic solution was dried over sodium sulphate and concentrated in vacuo to afford the title compound in quantitative yie... Reactants: Cl (hydrochloric acid), [H-].[Al+3].[Li+].[H-].[H-].[H-] (Lithium aluminium hydride), ice, ClC1=C(C(=O)O)C=C(C=C1)O (2-chloro-5-hydroxy-benzoic acid). Yields the product ClC1=C(C=C(C=C1)O)CO (4-Chloro-3-hydroxymethyl-phenol). The solvent is O1CCCC1 (tetrahydrofuran), O.O1CCCC1 (water tetrahydrofuran). Reactants: C(C)(C)(C)OC(NC1CCC(CC1)NC1=NC=C2C(=N1)N(N=C2C2=CC(=CC=C2)NCC2=CSC=C2)COCC[Si](C)(C)C)=O ({4-[3-{3-[(thiophen-3-ylmethyl)-amino]-phenyl}-1-(2-trimethylsilanyl-ethoxymethyl)-1H-pyrazolo[3,4-d]pyrimidin-6-ylamino]-cyclohexyl}-carbamic acid tert-butyl ester), C(=O)(C(F)(F)F)O (TFA). Run in ClCCl (dichloromethane). Run at time 2 hour. The product is S1C=C(C=C1)CNC=1C=C(C=CC1)C1=NNC2=NC(=NC=C21)NC2CCC(CC2)N (N-(3-{3-[(thiophen-3-ylmethyl)-amino]-phenyl}-1H-pyrazolo[3,4-d]pyrimidin-6-yl)-cyclohexane-1,4-diamine). Reaction SMILES: C(OC(=O)[NH:7][CH:8]1[CH2:13][CH2:12][CH:11]([NH:14][C:15]2[N:20]=[C:19]3[N:21](COCC[Si](C)(C)C)[N:22]=[C:23]([C:24]4[CH:29]=[CH:28][CH:27]=[C:26]([NH:30][CH2:31][C:32]5[CH:36]=[CH:35][S:34][CH:33]=5)[CH:25]=4)[C:18]3=[CH:17][N:16]=2)[CH2:10][CH2:9]1)(C)(C)C.C(O)(C(F)(F)F)=O>ClCCl>[S:34]1[CH:35]=[CH:36][C:32]([CH2:31][NH:30][C:26]2[CH:25]=[C:24]([C:23]3[C:18]4[C:19](=[N:20][C:15]([NH:14][CH:11]5[CH2:12][CH2:13][CH:8]([NH2:7])[CH2:9][CH2:10]5)=[N:16][CH:17]=4)[NH:21][N:22]=3)[CH:29]=[CH:28][CH:27]=2)=[CH:33]1. Reported procedure: To a stirred solution of {4-[3-{3-[(thiophen-3-ylmethyl)-amino]-phenyl}-1-(2-trimethylsilanyl-ethoxymethyl)-1H-pyrazolo[3,4-d]pyrimidin-6-ylamino]-cyclohexyl}-carbamic acid tert-butyl ester (120 mg, 0.185 mmol) in dichloromethane (3 mL) was added TFA (3 mL) at room temperature. The resulting mixture was stirred for another two hours at this temperature. The solvent was evaporated under reduced pressure and the residue was treated with saturated aqueous NaHCO3 (5 mL) and extracted with EtOAc (30 ... Reactants: COC(CSC1=NC(=C(N=C1)NS(=O)(=O)C1=C(C(=CC=C1)Cl)Cl)OC)=O ([5-(2,3-Dichlorobenzenesulphonylamino)-6-methoxy-2-pyrazinylsulphanyl]acetic acid methyl ester), [OH-].[Li+] (lithium hydroxide). Run in CO (methanol), O (water). Reaction conditions: time 2 hour. Product: ClC1=C(C=CC=C1Cl)S(=O)(=O)NC=1N=CC(=NC1OC)SCC(=O)O ([5-(2,3-Dichlorobenzenesulphonylamino)-6-methoxy-2-pyrazinylsulphanyl]acetic acid). Reaction SMILES: C[O:2][C:3](=[O:26])[CH2:4][S:5][C:6]1[CH:11]=[N:10][C:9]([NH:12][S:13]([C:16]2[CH:21]=[CH:20][CH:19]=[C:18]([Cl:22])[C:17]=2[Cl:23])(=[O:15])=[O:14])=[C:8]([O:24][CH3:25])[N:7]=1.[OH-].[Li+]>CO.O>[Cl:23][C:17]1[C:18]([Cl:22])=[CH:19][CH:20]=[CH:21][C:16]=1[S:13]([NH:12][C:9]1[N:10]=[CH:11][C:6]([S:5][CH2:4][C:3]([OH:26])=[O:2])=[N:7][C:8]=1[O:24][CH3:25])(=[O:15])=[O:14] |f:1.2|. Procedure: [5-(2,3-Dichlorobenzenesulphonylamino)-6-methoxy-2-pyrazinylsulphanyl]acetic acid methyl ester (Example 82) (0.1 g) and lithium hydroxide (0.04 g) in methanol (5 mL) and water (1 mL) was stirred at room temperature. After 2 h, the mixture was evaporated and saturated aqueous citric acid (5 mL) added. The white solid was collected, washed with water and dried. Yield 0.07 g. RXN SMILES: Cl.[Cl:2][C:3]1[CH:4]=[C:5]2[C:10](=[CH:11][CH:12]=1)[N:9]=[C:8]([N:13]1[CH2:18][CH2:17][NH:16][CH2:15][CH2:14]1)[CH:7]=[CH:6]2.[CH2:19]([O:23][C:24]1[CH:32]=[CH:31][C:30]([S:33]([CH3:36])(=[O:35])=[O:34])=[CH:29][C:25]=1[C:26](O)=[O:27])[CH:20]([CH3:22])[CH3:21].C(OCC)(=O)C>C(#N)C>[Cl:2][C:3]1[CH:4]=[C:5]2[C:10](=[CH:11][CH:12]=1)[N:9]=[C:8]([N:13]1[CH2:14][CH2:15][N:16]([C:26]([C:25]3[CH:29]=[C:30]([S:33]([CH3:36])(=[O:35])=[O:34])[CH:31]=[CH:32][C:24]=3[O:23][CH2:19][CH:20]([CH3:22])[CH3:21])=[O:27])[CH2:17][CH2:18]1)[CH:7]=[CH:6]2 |f:0.1|. Procedure: Prepared in analogy to example 1.1(b) from 6-chloro-2-piperazin-1-yl-quinoline hydrochloride and 2-isobutoxy-5-methanesulfonyl-benzoic acid (example 2.4) in acetonitrile. Chromatography (SiO2; ethyl acetate) yields the title compound as a colorless solid. Yields the product ClC=1C=C2C=CC(=NC2=CC1)N1CCN(CC1)C(=O)C1=C(C=CC(=C1)S(=O)(=O)C)OCC(C)C ([4-(6-Chloro-quinolin-2-yl)-piperazin-1-yl]-(2-isobutoxy-5-methanesulfonyl-phenyl) -methanone). Run in C(C)#N (acetonitrile). Reactants: C(C)(=O)OCC (ethyl acetate), Cl.ClC=1C=C2C=CC(=NC2=CC1)N1CCNCC1 (6-chloro-2-piperazin-1-yl-quinoline hydrochloride), C(C(C)C)OC1=C(C(=O)O)C=C(C=C1)S(=O)(=O)C (2-isobutoxy-5-methanesulfonyl-benzoic acid).